This data is from the Open Reaction Database (ORD), a public repository of structured organic reaction records. The task is: describe an organic reaction: reactants, conditions, products, and yield Reactants: NaBO3, C(C)(C)(C)OC(=O)N1CCC(=CC1)C=1C=C(C=CC1)C1=CC=CC=C1 (4-biphenyl-3-yl-3,6,dihydro-2H-pyridine-1-carboxylic acid t-butyl ester), C1CCOC1 (THF), solution. The solvent is O (H2O). Run at temperature 5 celsius, time 1 hour. Product: C(C)(C)(C)OC(=O)N1C[C@@H]([C@H](CC1)C=1C=C(C=CC1)C1=CC=CC=C1)O ((3R*,4R*)-4-biphenyl-3-yl-3-hydroxy-piperidine-1-carboxylic acid t-butyl ester). RXN SMILES: [C:1]([O:5][C:6]([N:8]1[CH2:13][CH:12]=[C:11]([C:14]2[CH:15]=[C:16]([C:20]3[CH:25]=[CH:24][CH:23]=[CH:22][CH:21]=3)[CH:17]=[CH:18][CH:19]=2)[CH2:10][CH2:9]1)=[O:7])([CH3:4])([CH3:3])[CH3:2].C1C[O:29]CC1>O>[C:1]([O:5][C:6]([N:8]1[CH2:9][CH2:10][C@H:11]([C:14]2[CH:15]=[C:16]([C:20]3[CH:25]=[CH:24][CH:23]=[CH:22][CH:21]=3)[CH:17]=[CH:18][CH:19]=2)[C@@H:12]([OH:29])[CH2:13]1)=[O:7])([CH3:4])([CH3:2])[CH3:3]. Procedure: To a stirred mixture of the title A compound, 4-biphenyl-3-yl-3,6,dihydro-2H-pyridine-1-carboxylic acid t-butyl ester (2.57 g, 7.66 mmol) and 6 mL of dry THF is added dropwise under argon at 5° C. a 1M borane-tetrahydrofuran complex solution (11 mL, 11 mmol) within 15 min. The reaction mixture is stirred for 10 min. at 5° C. and for 1 h at RT. NaBO3 (3.38 g, 22 mmol) is then added in several portions followed by H2O (10 mL). After 2 h at RT, the reaction mixture is extracted twice with ethyl ace... Starting materials: Cc1csc(N)c1C(N)=O, O=C(O)CN1C(=O)CCc2ccccc21. Yields the product Cc1csc(NC(=O)CN2C(=O)CCc3ccccc32)c1C(N)=O. As a reaction SMILES: [NH2:16][c:17]1[s:18][cH:19][c:20]([CH3:25])[c:21]1[C:22](=[O:23])[NH2:24].[O:1]=[C:2]1[N:3]([CH2:12][C:13](=[O:14])[OH:15])[c:4]2[cH:5][cH:6][cH:7][cH:8][c:9]2[CH2:10][CH2:11]1>>[O:1]=[C:2]1[N:3]([CH2:12][C:13](=[O:15])[NH:16][c:17]2[s:18][cH:19][c:20]([CH3:25])[c:21]2[C:22](=[O:23])[NH2:24])[c:4]2[cH:5][cH:6][cH:7][cH:8][c:9]2[CH2:10][CH2:11]1. The reactants are C(=O)([O-])[O-].[Cs+].[Cs+] (Cs2CO3), CO (MeOH), C(NN)(=O)OC(C)(C)C (t-Butyl carbazate), ClCC1CN(C=2C=C(C3=C(C12)C=CC(=C3)S(=O)(=O)Cl)[N+](=O)[O-])C(C(F)(F)F)=O (1-(chloromethyl)-5-nitro-3-(trifluoroacetyl)-1,2-dihydro-3H-benzo[e]indole-7-sulfonyl chloride). Solvent: ThF, O (water). Reaction conditions: time 16 hour. Yields the product ClCC1CNC=2C=C(C3=C(C12)C=CC(=C3)S(=O)(=O)NNC(=O)OC(C)(C)C)[N+](=O)[O-] (tert-butyl 2-{[1-(chloromethyl)-5-nitro-1,2-dihydro-3H-benzo[e]indol-7-yl]sulfonyl}hydrazinecarboxylate). The yield is 68.5%. Reaction SMILES: [C:1]([O:5][C:6]([CH3:9])([CH3:8])[CH3:7])(=[O:4])[NH:2][NH2:3].[Cl:10][CH2:11][CH:12]1[C:20]2[C:19]3[CH:21]=[CH:22][C:23]([S:25](Cl)(=[O:27])=[O:26])=[CH:24][C:18]=3[C:17]([N+:29]([O-:31])=[O:30])=[CH:16][C:15]=2[N:14](C(=O)C(F)(F)F)[CH2:13]1.C([O-])([O-])=O.[Cs+].[Cs+].CO>O>[Cl:10][CH2:11][CH:12]1[C:20]2[C:19]3[CH:21]=[CH:22][C:23]([S:25]([NH:3][NH:2][C:1]([O:5][C:6]([CH3:9])([CH3:8])[CH3:7])=[O:4])(=[O:26])=[O:27])=[CH:24][C:18]=3[C:17]([N+:29]([O-:31])=[O:30])=[CH:16][C:15]=2[NH:14][CH2:13]1 |f:2.3.4|. Procedure: t-Butyl carbazate (86 mg, 0.65 mmol) was added to a solution of 116 (107 mg, 0.23 mmol) in ThF (5 mL) and the mixture was stirred at room temperature for 16 h. Cs2CO3 (150 mg, 0.46 mmol) and MeOH (2 mL) were added and the mixture was stirred for a further 2 h. The mixture was diluted with water and extracted with CH2Cl2 (×2). The combined extracts were dried and evaporated and the residue was purified by chromatography, eluting with EtOAc/petroleum ether (1:4 then 2:3). The product was recrystal... The reactants are Cc1ccc(Br)cc1, NC1CCCCC1N, [Cu]I, [K+], [K+], [K+], C1COCCO1, O=P([O-])([O-])[O-]. As a reaction SMILES: [Br:17][c:18]1[cH:19][cH:20][c:21]([CH3:24])[cH:22][cH:23]1.[CH:9]1([NH2:16])[CH:10]([NH2:15])[CH2:11][CH2:12][CH2:13][CH2:14]1.[Cu:25][I:26].[K+:6].[K+:7].[K+:8].[O:27]1[CH2:28][CH2:29][O:30][CH2:31][CH2:32]1.[P:1]([O-:2])([O-:3])([O-:4])=[O:5]>>[CH:9]1([NH2:16])[CH:10]([NH:15][c:18]2[cH:19][cH:20][c:21]([CH3:24])[cH:22][cH:23]2)[CH2:11][CH2:12][CH2:13][CH2:14]1. Product: Cc1ccc(NC2CCCCC2N)cc1. Reactants: COC(CNc1ccc(Oc2ccccc2)cc1)OC, COc1ccc(N)cc1, CN(C)C=O. Product: COc1ccc(NC(=O)N(CC(OC)OC)c2ccc(Oc3ccccc3)cc2)cc1. RXN SMILES: [CH3:10][O:11][CH:12]([CH2:13][NH:14][c:15]1[cH:16][cH:17][c:18]([O:21][c:22]2[cH:23][cH:24][cH:25][cH:26][cH:27]2)[cH:19][cH:20]1)[O:28][CH3:29].[CH3:1][O:2][c:3]1[cH:4][cH:5][c:6]([NH2:7])[cH:8][cH:9]1.[CH3:30][N:31]([CH:32]=[O:33])[CH3:34]>>[CH3:1][O:2][c:3]1[cH:4][cH:5][c:6]([NH:7][C:32]([N:14]([CH2:13][CH:12]([O:11][CH3:10])[O:28][CH3:29])[c:15]2[cH:16][cH:17][c:18]([O:21][c:22]3[cH:23][cH:24][cH:25][cH:26][cH:27]3)[cH:19][cH:20]2)=[O:33])[cH:8][cH:9]1. Reactants: ClC=1C(=NC=C(N1)Cl)C#N (3,5-dichloropyrazine-2-carbonitrile), N[C@H]1[C@H](CCCC1)NC(OC(C)(C)C)=O (tert-butyl (1S,2R)-2-aminocyclohexylcarbamate), CCN(C(C)C)C(C)C (DIEA), O (water). Run in CN1CCCC1=O (NMP). Conditions: time 1.5 hour. Yields the product ClC1=C(N=CC(=N1)N[C@H]1[C@H](CCCC1)NC(OC(C)(C)C)=O)C#N (tert-butyl (1S,2R)-2-(6-chloro-5-cyanopyrazin-2-ylamino)cyclohexylcarbamate). RXN SMILES: [Cl:1][C:2]1[C:3]([C:9]#[N:10])=[N:4][CH:5]=[C:6](Cl)[N:7]=1.[NH2:11][C@@H:12]1[CH2:17][CH2:16][CH2:15][CH2:14][C@@H:13]1[NH:18][C:19](=[O:25])[O:20][C:21]([CH3:24])([CH3:23])[CH3:22].CCN(C(C)C)C(C)C.O>CN1C(=O)CCC1>[Cl:1][C:2]1[N:7]=[C:6]([NH:11][C@@H:12]2[CH2:17][CH2:16][CH2:15][CH2:14][C@@H:13]2[NH:18][C:19](=[O:25])[O:20][C:21]([CH3:23])([CH3:22])[CH3:24])[CH:5]=[N:4][C:3]=1[C:9]#[N:10]. Reported procedure: To the solution of 3,5-dichloropyrazine-2-carbonitrile (2.00 g, 11.5 mmol) in 30 mL NMP were added tert-butyl (1S,2R)-2-aminocyclohexylcarbamate (2.71 g, 12.6 mmol) and DIEA (4.07 mL, 13.8 mmol). The mixture was stirred at RT for 1.5 h. To it was poured 300 mL water. After stirring vigorously for 2 h, the solid was isolated by filtration, washed with water and dried in vacuum oven for overnight to afford tert-butyl (1S,2R)-2-(6-chloro-5-cyanopyrazin-2-ylamino)cyclohexylcarbamate in quantitative ... Starting materials: N1CCNCCC1 (homopiperazine), COC=1C=C(C=CC1OC)CCCl (2-(3,4-dimethoxyphenyl)ethyl chloride), C([O-])([O-])=O.[K+].[K+] (potassium carbonate). The solvent is C(C)#N (acetonitrile). Product: COC=1C=C(C=CC1OC)CCN1CCNCCC1 (N-[2-(3,4-Dimethoxyphenyl)ethyl]homopiperazine). The yield is 77.1%. As a reaction SMILES: [NH:1]1[CH2:7][CH2:6][CH2:5][NH:4][CH2:3][CH2:2]1.[CH3:8][O:9][C:10]1[CH:11]=[C:12]([CH2:18][CH2:19]Cl)[CH:13]=[CH:14][C:15]=1[O:16][CH3:17].C(=O)([O-])[O-].[K+].[K+]>C(#N)C>[CH3:8][O:9][C:10]1[CH:11]=[C:12]([CH2:18][CH2:19][N:1]2[CH2:7][CH2:6][CH2:5][NH:4][CH2:3][CH2:2]2)[CH:13]=[CH:14][C:15]=1[O:16][CH3:17] |f:2.3.4|. Reported procedure: 32.27 g of homopiperazine, 13.2 g of 2-(3,4-dimethoxyphenyl)ethyl chloride and 71.3 g of potassium carbonate were added to 500 ml of acetonitrile. The obtained mixture was heated under reflux for 20 hours, cooled and filtered. The filtrate was concentrated under a reduced pressure to obtain a residue. This residue was extracted with ether thrice. The extracts were combined, dried over anhydrous sodium sulfate and filtered. The filtrate was concentrated under a reduced pressure. The obtained resi... Product: CCCCC(CC)COC(=O)/C=C/C1=CC=C(C=C1)OC (2-ETHYLHEXYL-P-METHOXYCINNAMATE). The reagents and catalysts are [Pd] (palladium on carbon). The solvent is C(C)N(CC)CC (triethylamine). Reaction SMILES: I[C:2]1[CH:7]=[CH:6][C:5]([O:8][CH3:9])=[CH:4][CH:3]=1.[CH2:10]([CH:12]([CH2:19][CH2:20][CH2:21][CH3:22])[CH2:13][O:14][C:15](=[O:18])[CH:16]=[CH2:17])[CH3:11]>[Pd].C(N(CC)CC)C>[CH3:22][CH2:21][CH2:20][CH2:19][CH:12]([CH2:13][O:14][C:15](/[CH:16]=[CH:17]/[C:2]1[CH:7]=[CH:6][C:5]([O:8][CH3:9])=[CH:4][CH:3]=1)=[O:18])[CH2:10][CH3:11]. The reactants are IC1=CC=C(C=C1)OC (4-IODOANISOLE), C(C)C(COC(C=C)=O)CCCC (2-ethylhexylacrylate). Procedure: Charge 6.8 gallons of molten 4-iodoanisole from step 1, 11.4 gallons 2-ethylhexylacrylate (83.8 pounds), 7.3 gallons triethylamine (44 pounds), and 0.6 pounds of 5% palladium on carbon catalyst (dry) to a 50 gallon tank. With good agitation, begin heating. Heat to 100° -105° C. to reflux. The reflux temperature will gradually increase to about 140-145° C. The total time of reaction above 100° C. will be about 2-4 hours. After the reaction is complete, as determined by gas chromatography, cool th... Run at temperature 142.5 celsius, time 3 hour. Starting materials: ClC1=NC=C(C(=N1)N1CCC(CC1)C1CCN(CC1)C(=O)OC(C)(C)C)F (tert-butyl 1′-(2-chloro-5-fluoropyrimidin-4-yl)-4,4′-bipiperidine-1-carboxylate), C[O-].[K+] (potassium methoxide). The solvent is CN1CCCC1=O (NMP). Conditions: time 30 minute. Yields the product FC=1C(=NC(=NC1)OC)N1CCC(CC1)C1CCN(CC1)C(=O)OC(C)(C)C (tert-butyl 1′-(5-fluoro-2-methoxypyrimidin-4-yl)-4,4′-bipiperidine-1-carboxylate). As a reaction SMILES: Cl[C:2]1[N:7]=[C:6]([N:8]2[CH2:13][CH2:12][CH:11]([CH:14]3[CH2:19][CH2:18][N:17]([C:20]([O:22][C:23]([CH3:26])([CH3:25])[CH3:24])=[O:21])[CH2:16][CH2:15]3)[CH2:10][CH2:9]2)[C:5]([F:27])=[CH:4][N:3]=1.[CH3:28][O-:29].[K+]>CN1C(=O)CCC1>[F:27][C:5]1[C:6]([N:8]2[CH2:13][CH2:12][CH:11]([CH:14]3[CH2:19][CH2:18][N:17]([C:20]([O:22][C:23]([CH3:26])([CH3:25])[CH3:24])=[O:21])[CH2:16][CH2:15]3)[CH2:10][CH2:9]2)=[N:7][C:2]([O:29][CH3:28])=[N:3][CH:4]=1 |f:1.2|. Reported procedure: The tert-butyl 1′-(2-chloro-5-fluoropyrimidin-4-yl)-4,4′-bipiperidine-1-carboxylate (40 mg, 0.10 mmol) was added to NMP (1 mL), and then potassium methoxide (8.1 mg, 0.11 mmol) was added to the mixture. The reaction was stirred for 30 min at r.t. and was quenched with ammonium chloride solution (5 mL), extracted with ethylacetate (10 mL). The organic phase was washed with brine (10 mL, ×1), dried over magnesium sulfate, filtered and concentrated by rotavapor. The crude mixture was purified by pr...